From a dataset of the Open Reaction Database (ORD), a public repository of structured organic reaction records. describe an organic reaction: reactants, conditions, products, and yield RXN SMILES: [CH3:25][N:26]1[CH2:27][CH2:28][O:29][CH2:30][CH2:31]1.[CH3:39][N:40]([CH3:41])[CH:42]=[O:43].[CH3:44][CH2:45][O:46][C:47]([CH3:48])=[O:49].[F:1][c:2]1[cH:3][c:4]([NH:18][C:19]([CH2:20][C:21](=[O:22])[OH:23])=[O:24])[cH:5][cH:6][c:7]1[O:8][c:9]1[n:10][cH:11][n:12][n:13]2[c:14]1[cH:15][cH:16][cH:17]2.[NH2:32][c:33]1[cH:34][cH:35][cH:36][cH:37][cH:38]1>>[F:1][c:2]1[cH:3][c:4]([NH:18][C:19]([CH2:20][C:21](=[O:23])[NH:32][c:33]2[cH:34][cH:35][cH:36][cH:37][cH:38]2)=[O:24])[cH:5][cH:6][c:7]1[O:8][c:9]1[n:10][cH:11][n:12][n:13]2[c:14]1[cH:15][cH:16][cH:17]2. The reactants are CN1CCOCC1, CN(C)C=O, CCOC(C)=O, O=C(O)CC(=O)Nc1ccc(Oc2ncnn3cccc23)c(F)c1, Nc1ccccc1. The product is O=C(CC(=O)Nc1ccc(Oc2ncnn3cccc23)c(F)c1)Nc1ccccc1. Reactants: COC(=O)c1ccccc1OCCCN1CCC(NC(=O)c2ccccc2)CC1, O=C(NC1CCN(CCCOc2ccccc2C(=O)O)CC1)c1ccccc1, CCO, CC(C)=O, Cl, [Na+], [OH-]. Product: O=C(NC1CCN(CCCOc2ccccc2C(=O)O)CC1)c1ccccc1. Reaction SMILES: [C:1]([c:2]1[cH:3][cH:4][cH:5][cH:6][cH:7]1)(=[O:8])[NH:9][CH:10]1[CH2:11][CH2:12][N:13]([CH2:16][CH2:17][CH2:18][O:19][c:20]2[c:21]([C:22](=[O:23])[O:24][CH3:25])[cH:26][cH:27][cH:28][cH:29]2)[CH2:14][CH2:15]1.[C:36]([NH:37][CH:38]1[CH2:39][CH2:40][N:41]([CH2:42][CH2:43][CH2:44][O:45][c:46]2[cH:47][cH:48][cH:49][cH:50][c:51]2[C:52]([OH:53])=[O:54])[CH2:55][CH2:56]1)(=[O:57])[c:58]1[cH:59][cH:60][cH:61][cH:62][cH:63]1.[CH3:30][CH2:31][OH:32].[CH3:64][C:65](=[O:66])[CH3:67].[ClH:35].[Na+:34].[OH-:33]>>[C:1]([c:2]1[cH:3][cH:4][cH:5][cH:6][cH:7]1)(=[O:8])[NH:9][CH:10]1[CH2:11][CH2:12][N:13]([CH2:16][CH2:17][CH2:18][O:19][c:20]2[c:21]([C:22](=[O:23])[OH:24])[cH:26][cH:27][cH:28][cH:29]2)[CH2:14][CH2:15]1. Reactants: CC1=CC=CC=2SC=C(C21)CN2C(N(C1=C2C=CC=C1)C(CC(=O)NS(=O)(=O)C1=CC=CC=C1)CCC)=O (N-{3-[3-(4-Methyl-benzo[b]thiophen-3-ylmethyl)-2-oxo-2,3-dihydro-benzimidazol-1-yl]-hexanoyl}-benzenesulfonamide), IC (Iodomethane), C([O-])([O-])=O.[Cs+].[Cs+] (cesium carbonate), [NH4+].[Cl-] (NH4Cl). Run in CN(C)C=O (DMF), O (water). Reaction conditions: temperature 65 celsius. Product: CN(S(=O)(=O)C1=CC=CC=C1)C(CC(CCC)N1C(N(C2=C1C=CC=C2)CC=2C1=C(SC2)C=CC=C1C)=O)=O (N-Methyl-N-{3-[3-(4-methyl-benzo[b]thiophen-3-ylmethyl)-2-oxo-2,3-dihydro-benzimidazol-1-yl]-hexanoyl}-benzenesulfonamide). The yield is 70.0%. As a reaction SMILES: [CH3:1][C:2]1[C:10]2[C:9]([CH2:11][N:12]3[C:16]4[CH:17]=[CH:18][CH:19]=[CH:20][C:15]=4[N:14]([CH:21]([CH2:35][CH2:36][CH3:37])[CH2:22][C:23]([NH:25][S:26]([C:29]4[CH:34]=[CH:33][CH:32]=[CH:31][CH:30]=4)(=[O:28])=[O:27])=[O:24])[C:13]3=[O:38])=[CH:8][S:7][C:6]=2[CH:5]=[CH:4][CH:3]=1.IC.[C:41](=O)([O-])[O-].[Cs+].[Cs+].[NH4+].[Cl-]>O.CN(C=O)C>[CH3:41][N:25]([C:23](=[O:24])[CH2:22][CH:21]([N:14]1[C:15]2[CH:20]=[CH:19][CH:18]=[CH:17][C:16]=2[N:12]([CH2:11][C:9]2[C:10]3[C:2]([CH3:1])=[CH:3][CH:4]=[CH:5][C:6]=3[S:7][CH:8]=2)[C:13]1=[O:38])[CH2:35][CH2:36][CH3:37])[S:26]([C:29]1[CH:34]=[CH:33][CH:32]=[CH:31][CH:30]=1)(=[O:28])=[O:27] |f:2.3.4,5.6|. Procedure details: N-{3-[3-(4-Methyl-benzo[b]thiophen-3-ylmethyl)-2-oxo-2,3-dihydro-benzimidazol-1-yl]-hexanoyl}-benzenesulfonamide (33 mg, 0.061 mmol) and Iodomethane (0.015 mL, 0.24 mmol) are added into DMF (1.0 mL) at room temperature. Then cesium carbonate (80 mg, 0.24 mmol) is added and the mixture is warmed up to 65° C. for 10 min. Then it is cooled down to room temperature for 16 hrs. Saturated NH4Cl solution (3.0 mL) and water (10 mL) are added and the mixture is extracted with EtOAc (3×20 mL). The organic... Starting materials: COc1ccccc1C(=CC=CC(=O)Oc1ccc([N+](=O)[O-])cc1)c1ccccc1OC, C1CCOC1, NCCCCc1cccnc1. Product: COc1ccccc1C(=CC=CC(=O)NCCCCc1cccnc1)c1ccccc1OC. Reaction SMILES: [N+:1]([c:2]1[cH:3][cH:4][c:5]([O:10][C:11](=[O:6])[CH:12]=[CH:13][CH:14]=[C:15]([c:16]2[c:17]([O:22][CH3:23])[cH:18][cH:19][cH:20][cH:21]2)[c:24]2[c:25]([O:30][CH3:31])[cH:26][cH:27][cH:28][cH:29]2)[cH:7][cH:8]1)([O-:9])=[O:32].[O:44]1[CH2:45][CH2:46][CH2:47][CH2:48]1.[n:33]1[cH:34][c:35]([CH2:39][CH2:40][CH2:41][CH2:42][NH2:43])[cH:36][cH:37][cH:38]1>>[O:10]=[C:11]([CH:12]=[CH:13][CH:14]=[C:15]([c:16]1[c:17]([O:22][CH3:23])[cH:18][cH:19][cH:20][cH:21]1)[c:24]1[c:25]([O:30][CH3:31])[cH:26][cH:27][cH:28][cH:29]1)[NH:43][CH2:42][CH2:41][CH2:40][CH2:39][c:35]1[cH:34][n:33][cH:38][cH:37][cH:36]1. Starting materials: FC(C=1C=C(C=C(C1)C(F)(F)F)[C@@H](C)N(C(=O)N1[C@H](C[C@]2(CC[C@@](N2)(C(=O)OC)C)CC1)C1=C(C=C(C=C1)F)C)C)(F)F (methyl(2R,5S,7R)-8-{[{(1R)-1-[3,5-bis(trifluoromethyl)phenyl]ethyl}(methyl)amino]carbonyl}-7-(4-fluoro-2-methylphenyl)-2-methyl-1,8-diazaspiro[4.5]decane-2-carboxylate), FC(C=1C=C(C=C(C1)C(F)(F)F)[C@@H](C)N(C(=O)N1[C@H](C[C@]2(CC[C@@](N2)(C(=O)OC)C)CC1)C1=C(C=C(C=C1)F)C)C)(F)F (methyl(2R,5S,7R)-8-{[{(1R)-1-[3,5-bis(trifluoromethyl)phenyl]ethyl}(methyl)amino]carbonyl}-7-(4-fluoro-2-methylphenyl)-2-methyl-1,8-diazaspiro[4.5]decane-2-carboxylate), [BH4-].[Li+] (lithium borohydride). Run in O1CCCC1 (Tetrahydrofuran). Conditions: time 3 day. Product: FC(C=1C=C(C=C(C1)C(F)(F)F)[C@@H](C)N(C(=O)N1[C@H](C[C@]2(CC[C@](N2)(C)CO)CC1)C1=C(C=C(C=C1)F)C)C)(F)F ((2R,5S,7R)—N-{(1R)-1-[3,5-bis(trifluoromethyl)phenyl]ethyl}-7-(4-fluoro-2-methylphenyl)-2-(hydroxymethyl)-N,2-dimethyl-1,8-diazaspiro[4.5]decane-8-carboxamide). The yield is 42.0%. As a reaction SMILES: [F:1][C:2]([F:43])([F:42])[C:3]1[CH:4]=[C:5]([C@H:13]([N:15]([CH3:41])[C:16]([N:18]2[CH2:32][CH2:31][C@:21]3([NH:25][C@@:24]([CH3:30])([C:26](OC)=[O:27])[CH2:23][CH2:22]3)[CH2:20][C@@H:19]2[C:33]2[CH:38]=[CH:37][C:36]([F:39])=[CH:35][C:34]=2[CH3:40])=[O:17])[CH3:14])[CH:6]=[C:7]([C:9]([F:12])([F:11])[F:10])[CH:8]=1.[BH4-].[Li+]>O1CCCC1>[F:43][C:2]([F:1])([F:42])[C:3]1[CH:4]=[C:5]([C@H:13]([N:15]([CH3:41])[C:16]([N:18]2[CH2:32][CH2:31][C@:21]3([NH:25][C@:24]([CH2:26][OH:27])([CH3:30])[CH2:23][CH2:22]3)[CH2:20][C@@H:19]2[C:33]2[CH:38]=[CH:37][C:36]([F:39])=[CH:35][C:34]=2[CH3:40])=[O:17])[CH3:14])[CH:6]=[C:7]([C:9]([F:12])([F:10])[F:11])[CH:8]=1 |f:1.2|. Procedure details: To a solution of methyl(2R,5S,7R)-8-{[{(1R)-1-[3,5-bis(trifluoromethyl)phenyl]ethyl}(methyl)amino]carbonyl}-7-(4-fluoro-2-methylphenyl)-2-methyl-1,8-diazaspiro[4.5]decane-2-carboxylate (Intermediate 44, 69 mg, 0.112 mmol) in Tetrahydrofuran (THF) (2.5 ml) at 0° C. lithium borohydride (0.164 ml, 0.335 mmol) was added and the reaction mixture was stirred at room temperature and under nitrogen atmosphere for 3 days. Volatiles were evaporated in vacuo and the residue was dissolved in Methanol (2 ml)... The reactants are C(C1=CC=CC=C1)N1CCC(CC1)(O)CC1=CC=C(C=C1)C (1-benzyl-4-(4-methylbenzyl)-4-hydroxypiperidine), Cl.OC1(CCNCC1)CC1=CC=C(C=C1)C (4-Hydroxy4-(4-methylbenzyl)piperidine hydrochloride), CCOCC (ether). The reagents and catalysts are [Pd] (Pd/C). Run in C(C)O (ethanol). Reaction conditions: time 8 hour. Yields the product Cl.OC1=CC=C(OCCN2CCC(CC2)(CC2=CC=C(C=C2)C)O)C=C1 (1-[2-(4-Hydroxyphenoxy)ethyl]-4hydroxy-4-(4-methylbenzyl)piperidine hydrochloride). The yield is 92.0%. As a reaction SMILES: [ClH:1].[OH:2][C:3]1([CH2:9][C:10]2[CH:15]=[CH:14][C:13]([CH3:16])=[CH:12][CH:11]=2)[CH2:8][CH2:7][NH:6][CH2:5][CH2:4]1.C(N1C[CH2:28][C:27](CC2C=CC(C)=CC=2)([OH:30])[CH2:26][CH2:25]1)C1C=CC=CC=1.[CH3:39][CH2:40][O:41][CH2:42][CH3:43]>C(O)C.[Pd]>[ClH:1].[OH:30][C:27]1[CH:26]=[CH:25][C:40]([O:41][CH2:42][CH2:43][N:6]2[CH2:7][CH2:8][C:3]([OH:2])([CH2:9][C:10]3[CH:11]=[CH:12][C:13]([CH3:16])=[CH:14][CH:15]=3)[CH2:4][CH2:5]2)=[CH:39][CH:28]=1 |f:0.1,6.7|. Procedure details: 4-Hydroxy4-(4-methylbenzyl)piperidine hydrochloride. A mixture of 1-benzyl-4-(4-methylbenzyl)-4-hydroxypiperidine (2.8 g, 9.5 mmol) and 700 mg of 10% Pd/C in 100 mL of 95% ethanol was hydrogenated at 50 psi for overnight. The catalyst was removed through a short column of celite (10 g) and washed with methanol (3×15 mL). To the filtrate was added 12 mL of 1M HCl in methanol. Evaporation of methanol gave a residue, to which was added 30 mL of ether. The mixture was stirred at rt for 2 days. A whi... Reactants: CCCC[N+](CCCC)(CCCC)CCCC.[F-] (TBAF), C1CCOC1 (THF), O (Water), C(C)(=O)OCC (ethyl acetate). Run at time 30 minute. The product is COC=1C=C(C=C(C1)COC)CO ((3-methoxy-5-methoxymethylphenyl)methanol). RXN SMILES: [CH3:1][CH2:2][CH2:3]C[N+](CCCC)(CCCC)CCCC.[F-].[OH2:19].[C:20]([O:23][CH2:24][CH3:25])(=O)C.[CH2:26]1[CH2:30][O:29][CH2:28][CH2:27]1>>[CH3:20][O:23][C:24]1[CH:25]=[C:2]([CH2:3][OH:19])[CH:1]=[C:26]([CH2:30][O:29][CH3:28])[CH:27]=1 |f:0.1|. Procedure details: To a solution of the residue in 10 ml of THF there was added 4.3 ml of TBAF (1.0 M, THF solution) at 0° C., and the mixture was stirred at room temperature for 17 hours and 30 minutes. Water was added to the reaction mixture and extraction was performed with ethyl acetate. The organic layer was washed with water and saturated brine, and then dried over anhydrous sodium sulfate. The desiccating agent was filtered off and the filtrate was concentrated under reduced pressure. The residue was purifi...